Dataset: the Open Reaction Database (ORD), a public repository of structured organic reaction records. Task: describe an organic reaction: reactants, conditions, products, and yield Reactants: COC(=O)CC(C)=O, CCOCC, NCCc1ccsc1. Product: COC(=O)C=C(C)NCCc1ccsc1. RXN SMILES: [C:9]([CH2:10][C:11](=[O:12])[CH3:13])(=[O:14])[O:15][CH3:16].[CH3:17][CH2:18][O:19][CH2:20][CH3:21].[NH2:1][CH2:2][CH2:3][c:4]1[cH:5][s:6][cH:7][cH:8]1>>[NH:1]([CH2:2][CH2:3][c:4]1[cH:5][s:6][cH:7][cH:8]1)[C:11](=[CH:10][C:9](=[O:14])[O:15][CH3:16])[CH3:13].